Dataset: the Open Reaction Database (ORD), a public repository of structured organic reaction records. Task: describe an organic reaction: reactants, conditions, products, and yield Reactants: CO, CCC(N=[N+]=[N-])C(CC1CCCCC1)NC(=O)OC(C)(C)C. The product is CCC(N)C(CC1CCCCC1)NC(=O)OC(C)(C)C. RXN SMILES: [CH3:23][OH:24].[N:1](=[N+:2]=[N-:3])[CH:4]([CH:5]([CH2:6][CH:7]1[CH2:8][CH2:9][CH2:10][CH2:11][CH2:12]1)[NH:13][C:14]([O:15][C:16]([CH3:17])([CH3:18])[CH3:19])=[O:20])[CH2:21][CH3:22]>>[NH2:1][CH:4]([CH:5]([CH2:6][CH:7]1[CH2:8][CH2:9][CH2:10][CH2:11][CH2:12]1)[NH:13][C:14]([O:15][C:16]([CH3:17])([CH3:18])[CH3:19])=[O:20])[CH2:21][CH3:22]. Starting materials: C(C)#N (acetonitrile), FC1=NC(=C(C=C1F)F)F (2,3,5,6-tetrafluoropyridine), CN (methylamine). Solvent: C(Cl)(Cl)Cl (chloroform). Reaction conditions: temperature 50 celsius, time 2 hour. The product is FC=1C(=NC(=C(C1)F)F)NC (3,5,6-trifluoro-2-(methylamino)pyridine). Reaction SMILES: [C:1](#[N:3])C.[F:4][C:5]1[C:10]([F:11])=[CH:9][C:8]([F:12])=[C:7](F)[N:6]=1.CN>C(Cl)(Cl)Cl>[F:12][C:8]1[C:7]([NH:3][CH3:1])=[N:6][C:5]([F:4])=[C:10]([F:11])[CH:9]=1. Procedure details: To 10 ml of acetonitrile were added 4.5 g of 2,3,5,6-tetrafluoropyridine and 10 ml of methylamine (10% aqueous solution), and the mixture was stirred at 50° C. for 2 hours. To the solution was added 50 ml of chloroform, and the mixture was washed four times with 250 ml of distilled water. The chloroform layer was dried over anhydrous magnesium sulfate and concentrated under reduced pressure to obtain the title compound as a pale brown crude oil. Reactants: ClC1=NC=CC(=C1)F (2-Chloro-4-fluoropyridine), BrC=1C=CC(=C(C(=O)N(CC)CC)C1)O (5-bromo-N,N-diethyl-2-hydroxybenzamide), C([O-])([O-])=O.[Cs+].[Cs+] (cesium carbonate). Run in C(C)#N (acetonitrile). Conditions: temperature 100 celsius, time 8 hour. The product is BrC=1C=CC(=C(C(=O)N(CC)CC)C1)OC1=CC(=NC=C1)Cl (5-bromo-2-(2-chloropyridin-4-yloxy)-N,N-diethylbenzamide). RXN SMILES: [Cl:1][C:2]1[CH:7]=[C:6](F)[CH:5]=[CH:4][N:3]=1.[Br:9][C:10]1[CH:11]=[CH:12][C:13]([OH:23])=[C:14]([CH:22]=1)[C:15]([N:17]([CH2:20][CH3:21])[CH2:18][CH3:19])=[O:16].C(=O)([O-])[O-].[Cs+].[Cs+]>C(#N)C>[Br:9][C:10]1[CH:11]=[CH:12][C:13]([O:23][C:6]2[CH:5]=[CH:4][N:3]=[C:2]([Cl:1])[CH:7]=2)=[C:14]([CH:22]=1)[C:15]([N:17]([CH2:18][CH3:19])[CH2:20][CH3:21])=[O:16] |f:2.3.4|. Reported procedure: 2-Chloro-4-fluoropyridine (0.242 g, 1.837 mmol) was added to a mixture of 5-bromo-N,N-diethyl-2-hydroxybenzamide (0.500 g, 1.837 mmol) and cesium carbonate (1.197 g, 3.67 mmol) in acetonitrile (10.0 mL). The mixture stirred at 100° C. for 8 h. The reaction mixture was partitioned between ethyl acetate and water. The aqueous phase was separated and extracted with ethyl acetate. The combined organic phases were washed with brine, dried over anhydrous sodium sulfate, filtered, and concentrated to a... The product is ClC=1C=CC(=C(C(=O)N[C@@H](C)C2=CC=C(C(=O)OC)C=C2)C1)COC1=CC(=CC(=C1)F)F (Methyl 4-[(1S)-1-({5-chloro-2-[(3,5-difluorophenoxy)methyl]benzoyl}amino)ethyl]benzoate). Starting materials: ClC=1C=CC(=C(C(=O)O)C1)COC1=CC(=CC(=C1)F)F (5-Chloro-2-[(3,5-difluorophenoxy)methyl]benzoic acid), Cl.N[C@@H](C)C1=CC=C(C(=O)OC)C=C1 (Methyl 4-[(1S)-1-aminoethyl]benzoate hydrochloride). Procedure details: The title compound was prepared according to the procedure described in step 6 of Example 1 from 5-chloro-2-[(3,5-difluorophenoxy)methyl]benzoic acid (step 2) and methyl 4-[(1S)-1-aminoethyl]benzoate hydrochloride (step 5 of Example 1): Reaction SMILES: [Cl:1][C:2]1[CH:3]=[CH:4][C:5]([CH2:11][O:12][C:13]2[CH:18]=[C:17]([F:19])[CH:16]=[C:15]([F:20])[CH:14]=2)=[C:6]([CH:10]=1)[C:7]([OH:9])=O.Cl.[NH2:22][C@H:23]([C:25]1[CH:34]=[CH:33][C:28]([C:29]([O:31][CH3:32])=[O:30])=[CH:27][CH:26]=1)[CH3:24]>>[Cl:1][C:2]1[CH:3]=[CH:4][C:5]([CH2:11][O:12][C:13]2[CH:18]=[C:17]([F:19])[CH:16]=[C:15]([F:20])[CH:14]=2)=[C:6]([CH:10]=1)[C:7]([NH:22][C@H:23]([C:25]1[CH:34]=[CH:33][C:28]([C:29]([O:31][CH3:32])=[O:30])=[CH:27][CH:26]=1)[CH3:24])=[O:9] |f:1.2|. The reactants are C(C)(=O)N1[C@H](CN(C2=CC(=C(C=C12)N)Br)C(=O)OC(C)C)C (isopropyl (S)-4-acetyl-6-amino-7-bromo-3-methyl-3,4-dihydroquinoxaline-1(2H)-carboxylate), C(C)(=O)NC=1C=C2N([C@H](CN(C2=CC1C=1C=NN(C1)C1CC1)C(=O)OC(C)C)C)C(C)=O (isopropyl (S)-6-acetamido-4-acetyl-7-(1-cyclopropyl-1H-pyrazol-4-yl)-3-methyl-3,4-dihydroquinoxaline-1(2H)-carboxylate). Yields the product C(C)(=O)NC=1C=C2N([C@H](CN(C2=CC1Br)C(=O)OC(C)C)C)C(C)=O (Isopropyl (S)-6-acetamido-4-acetyl-7-bromo-3-methyl-3,4-dihydroquinoxaline-1(2H)-carboxylate). RXN SMILES: [C:1]([N:4]1[C:13]2[C:8](=[CH:9][C:10]([Br:15])=[C:11]([NH2:14])[CH:12]=2)[N:7]([C:16]([O:18][CH:19]([CH3:21])[CH3:20])=[O:17])[CH2:6][C@@H:5]1[CH3:22])(=[O:3])[CH3:2].[C:23](NC1C=C2C(=CC=1C1C=NN(C3CC3)C=1)N(C(OC(C)C)=O)C[C@H](C)N2C(=O)C)(=[O:25])[CH3:24]>>[C:23]([NH:14][C:11]1[CH:12]=[C:13]2[C:8](=[CH:9][C:10]=1[Br:15])[N:7]([C:16]([O:18][CH:19]([CH3:21])[CH3:20])=[O:17])[CH2:6][C@H:5]([CH3:22])[N:4]2[C:1](=[O:3])[CH3:2])(=[O:25])[CH3:24]. Procedure: Isopropyl (S)-6-acetamido-4-acetyl-7-bromo-3-methyl-3,4-dihydroquinoxaline-1(2H)-carboxylate was prepared from isopropyl (S)-4-acetyl-6-amino-7-bromo-3-methyl-3,4-dihydroquinoxaline-1(2H)-carboxylate according to the procedure described above for isopropyl (S)-6-acetamido-4-acetyl-7-(1-cyclopropyl-1H-pyrazol-4-yl)-3-methyl-3,4-dihydroquinoxaline-1(2H)-carboxylate (Example 235). MS (ESI, pos. ion) m/z 412, 414 [M+H]+.